This data is from the Open Reaction Database (ORD), a public repository of structured organic reaction records. The task is: describe an organic reaction: reactants, conditions, products, and yield The reactants are COC(CC=1C=C(C(=CC1)OC)C1=C(C=C(C=C1)C(F)(F)F)C=O)=O ((2′-formyl-6-methoxy-4′-trifluoromethyl-biphenyl-3-yl)-acetic acid methyl ester), Cl.NC1CC2=CC=CC=C2C1 (2-aminoindan hydrochloride). Product: COC(CC=1C=C(C(=CC1)OC)C1=C(C=C(C=C1)C(F)(F)F)CNC1CC2=CC=CC=C2C1)=O ([2′-(Indan-2-ylaminomethyl)-6-methoxy-4′-trifluoromethyl-biphenyl-3-yl]-acetic acid methyl ester). As a reaction SMILES: [CH3:1][O:2][C:3](=[O:25])[CH2:4][C:5]1[CH:6]=[C:7]([C:13]2[CH:18]=[CH:17][C:16]([C:19]([F:22])([F:21])[F:20])=[CH:15][C:14]=2[CH:23]=O)[C:8]([O:11][CH3:12])=[CH:9][CH:10]=1.Cl.[NH2:27][CH:28]1[CH2:36][C:35]2[C:30](=[CH:31][CH:32]=[CH:33][CH:34]=2)[CH2:29]1>>[CH3:1][O:2][C:3](=[O:25])[CH2:4][C:5]1[CH:6]=[C:7]([C:13]2[CH:18]=[CH:17][C:16]([C:19]([F:22])([F:21])[F:20])=[CH:15][C:14]=2[CH2:23][NH:27][CH:28]2[CH2:36][C:35]3[C:30](=[CH:31][CH:32]=[CH:33][CH:34]=3)[CH2:29]2)[C:8]([O:11][CH3:12])=[CH:9][CH:10]=1 |f:1.2|. Reported procedure: Prepared according to the procedure described in Example 4, Step 1, using the following starting materials: (2′-formyl-6-methoxy-4′-trifluoromethyl-biphenyl-3-yl)-acetic acid methyl ester and 2-aminoindan hydrochloride. The reactants are Br, Br, FC(F)(F)c1ccc(Cl)nc1, [K+], [K+], O=C([O-])[O-], CN(C)C=O, Oc1ccc(N2CCNCC2)cc1. Product: Oc1ccc(N2CCN(c3ccc(C(F)(F)F)cn3)CC2)cc1. RXN SMILES: [BrH:1].[BrH:2].[Cl:16][c:17]1[n:18][cH:19][c:20]([C:23]([F:24])([F:25])[F:26])[cH:21][cH:22]1.[K+:27].[K+:28].[O-:29][C:30]([O-:31])=[O:32].[O:33]=[CH:34][N:35]([CH3:36])[CH3:37].[OH:3][c:4]1[cH:5][cH:6][c:7]([N:10]2[CH2:11][CH2:12][NH:13][CH2:14][CH2:15]2)[cH:8][cH:9]1>>[OH:3][c:4]1[cH:5][cH:6][c:7]([N:10]2[CH2:11][CH2:12][N:13]([c:17]3[n:18][cH:19][c:20]([C:23]([F:24])([F:25])[F:26])[cH:21][cH:22]3)[CH2:14][CH2:15]2)[cH:8][cH:9]1. The reactants are BrC=1C=CC=2N(C1)C(=CN2)C=O (6-bromoimidazo[1,2-a]pyridine-3-carbaldehyde), BrC=1C=CC=2N(C1)C(=CN2)C=O (6-bromoimidazo[1,2-a]pyridine-3-carbaldehyde), N1=CN=CC(=C1)B(O)O (pyrimidin-5-ylboronic acid). Product: N1=CN=CC(=C1)C=1C=CC=2N(C1)C(=CN2)C=O (6-(pyrimidin-5-yl) imidazo[1,2-a]pyridine-3-carbaldehyde). Yield: 50.0%. RXN SMILES: Br[C:2]1[CH:3]=[CH:4][C:5]2[N:6]([C:8]([CH:11]=[O:12])=[CH:9][N:10]=2)[CH:7]=1.[N:13]1[CH:18]=[C:17](B(O)O)[CH:16]=[N:15][CH:14]=1>>[N:13]1[CH:18]=[C:17]([C:2]2[CH:3]=[CH:4][C:5]3[N:6]([C:8]([CH:11]=[O:12])=[CH:9][N:10]=3)[CH:7]=2)[CH:16]=[N:15][CH:14]=1. Procedure: The title compound was prepared by following the procedure as described for Intermediate 1 using 6-bromoimidazo[1,2-a]pyridine-3-carbaldehyde and pyrimidin-5-ylboronic acid. Starting materials: Cn1cc(-c2cn(S(=O)(=O)c3ccccc3)c3ncc(C4=CCCCCC4)cc23)cn1, CO, [OH-], [OH-], [Pd+2], c1cnc2[nH]ccc2c1. As a reaction SMILES: [C:1]1([c:8]2[cH:9][c:10]3[c:11]([n:12][cH:13]2)[n:14]([S:23](=[O:24])(=[O:25])[c:26]2[cH:27][cH:28][cH:29][cH:30][cH:31]2)[cH:15][c:16]3-[c:17]2[cH:18][n:19][n:20]([CH3:22])[cH:21]2)=[CH:2][CH2:3][CH2:4][CH2:5][CH2:6][CH2:7]1.[CH3:41][OH:42].[OH-:43].[OH-:44].[Pd+2:45].[nH:32]1[c:33]2[c:34]([cH:35][cH:36][cH:37][n:38]2)[cH:39][cH:40]1>>[CH:1]1([c:8]2[cH:9][c:10]3[c:11]([n:12][cH:13]2)[n:14]([S:23](=[O:24])(=[O:25])[c:26]2[cH:27][cH:28][cH:29][cH:30][cH:31]2)[cH:15][c:16]3-[c:17]2[cH:18][n:19][n:20]([CH3:22])[cH:21]2)[CH2:2][CH2:3][CH2:4][CH2:5][CH2:6][CH2:7]1. Yields the product Cn1cc(-c2cn(S(=O)(=O)c3ccccc3)c3ncc(C4CCCCCC4)cc23)cn1. Starting materials: Cc1ccc(N)cc1Br, O=C([O-])[O-], Cc1ccccc1, CCO, [Na+], [Na+], OB(O)c1ccccc1, c1ccc(P(c2ccccc2)(c2ccccc2)[Pd](P(c2ccccc2)(c2ccccc2)c2ccccc2)(P(c2ccccc2)(c2ccccc2)c2ccccc2)P(c2ccccc2)(c2ccccc2)c2ccccc2)cc1. Yields the product Cc1ccc(N)cc1-c1ccccc1. RXN SMILES: [Br:1][c:2]1[cH:3][c:4]([NH2:9])[cH:5][cH:6][c:7]1[CH3:8].[C:19](=[O:20])([O-:21])[O-:22].[CH3:105][c:106]1[cH:107][cH:108][cH:109][cH:110][cH:111]1.[CH3:25][CH2:26][OH:27].[Na+:23].[Na+:24].[c:10]1([B:16]([OH:17])[OH:18])[cH:11][cH:12][cH:13][cH:14][cH:15]1.[cH:28]1[cH:29][cH:30][c:31]([P:32]([Pd:33]([P:34]([c:35]2[cH:36][cH:37][cH:38][cH:39][cH:40]2)([c:41]2[cH:42][cH:43][cH:44][cH:45][cH:46]2)[c:47]2[cH:48][cH:49][cH:50][cH:51][cH:52]2)([P:53]([c:54]2[cH:55][cH:56][cH:57][cH:58][cH:59]2)([c:60]2[cH:61][cH:62][cH:63][cH:64][cH:65]2)[c:66]2[cH:67][cH:68][cH:69][cH:70][cH:71]2)[P:72]([c:73]2[cH:74][cH:75][cH:76][cH:77][cH:78]2)([c:79]2[cH:80][cH:81][cH:82][cH:83][cH:84]2)[c:85]2[cH:86][cH:87][cH:88][cH:89][cH:90]2)([c:91]2[cH:92][cH:93][cH:94][cH:95][cH:96]2)[c:97]2[cH:98][cH:99][cH:100][cH:101][cH:102]2)[cH:103][cH:104]1>>[c:2]1(-[c:10]2[cH:11][cH:12][cH:13][cH:14][cH:15]2)[cH:3][c:4]([NH2:9])[cH:5][cH:6][c:7]1[CH3:8]. Reactants: FC=1C=C(CNC(=O)C=2NC=C(C2)C(CC)=O)C=CC1F (4-Propionyl-1H-pyrrole-2-carboxylic Acid 3,4-difluoro-benzylamide), C(N(C)C)(N(C)C)OC(C)(C)C ((Me2N)2CHOt-Bu), NC(=N)N (guanidine). Solvent: C1CCOC1 (THF). Conditions: time 24 hour. Product: FC=1C=C(CNC(=O)C=2NC=C(C2)C2=NC(=NC=C2C)N)C=CC1F (4-(2-Amino-5-methyl-pyrimidin-4-yl)-1H-pyrrole-2-carboxylic Acid 3,4-difluoro-benzylamide). RXN SMILES: [F:1][C:2]1[CH:3]=[C:4]([CH:18]=[CH:19][C:20]=1[F:21])[CH2:5][NH:6][C:7]([C:9]1[NH:10][CH:11]=[C:12]([C:14](=O)[CH2:15][CH3:16])[CH:13]=1)=[O:8].[CH:22](OC(C)(C)C)(N(C)C)N(C)C.[NH2:34][C:35]([NH2:37])=[NH:36]>C1COCC1>[F:1][C:2]1[CH:3]=[C:4]([CH:18]=[CH:19][C:20]=1[F:21])[CH2:5][NH:6][C:7]([C:9]1[NH:10][CH:11]=[C:12]([C:14]2[C:15]([CH3:22])=[CH:16][N:34]=[C:35]([NH2:37])[N:36]=2)[CH:13]=1)=[O:8]. Reported procedure: To a solution of compound 6 (1 equivalent) in THF, at ambient temperature, was added (Me2N)2CHOt-Bu (3 equivalents). After 24 hours, the solvent was evaporated and the crude product was utilized without purification. Step 2: To a solution of the compound formed above at Step 1 (1 equivalent) in ethanol, at ambient temperature, was added guanidine (3 equivalents) and the resulting mixture heated at reflux. After 12 hours, the solvent was evaporated and the crude product purified by preparatory HP... The reactants are O=C([O-])O, CCCCOC(=O)c1nc(O)c2ccc(Oc3ccc4nc(N5CCOCC5)sc4c3)cc2c1O, CCCCOC(=O)c1nc(O)c2cc(Oc3ccc4nc(N5CCOCC5)sc4c3)ccc2c1O, CC(Cl)Cl, [Na+], O=P(Cl)(Cl)Cl. The product is CCCCOC(=O)c1nc(Cl)c2ccc(Oc3ccc4nc(N5CCOCC5)sc4c3)cc2c1O. RXN SMILES: [C:76](=[O:77])([OH:78])[O-:79].[CH2:1]([CH2:2][CH2:3][CH3:4])[O:5][C:6](=[O:7])[c:8]1[n:9][c:10]([OH:35])[c:11]2[cH:12][cH:13][c:14]([O:19][c:20]3[cH:21][c:22]4[c:23]([n:24][c:25]([N:27]5[CH2:28][CH2:29][O:30][CH2:31][CH2:32]5)[s:26]4)[cH:33][cH:34]3)[cH:15][c:16]2[c:17]1[OH:18].[CH2:36]([O:37][C:38]([c:39]1[n:40][c:41]([OH:42])[c:43]2[c:44]([c:45]1[OH:46])[cH:47][cH:48][c:49]([O:50][c:51]1[cH:52][cH:53][c:54]3[n:55][c:56]([N:57]4[CH2:58][CH2:59][O:60][CH2:61][CH2:62]4)[s:63][c:64]3[cH:65]1)[cH:66]2)=[O:67])[CH2:68][CH2:69][CH3:70].[Cl:81][CH:82]([Cl:83])[CH3:84].[Na+:80].[P:71]([Cl:72])([Cl:73])([Cl:74])=[O:75]>>[CH2:1]([CH2:2][CH2:3][CH3:4])[O:5][C:6](=[O:7])[c:8]1[n:9][c:10]([Cl:73])[c:11]2[cH:12][cH:13][c:14]([O:19][c:20]3[cH:21][c:22]4[c:23]([n:24][c:25]([N:27]5[CH2:28][CH2:29][O:30][CH2:31][CH2:32]5)[s:26]4)[cH:33][cH:34]3)[cH:15][c:16]2[c:17]1[OH:18].